This data is from the Open Reaction Database (ORD), a public repository of structured organic reaction records. The task is: describe an organic reaction: reactants, conditions, products, and yield Starting materials: Cl, COc1cc(N)c(C(C)=O)cc1OC, COc1cc(NCC2=NCCN2)c(C(C)=O)cc1OC. Product: Cl, COc1cc(NCC2=NCCN2)c(C(C)=O)cc1OC. RXN SMILES: [ClH:35].[NH2:1][c:2]1[cH:3][c:4]([O:5][CH3:6])[c:7]([O:8][CH3:9])[cH:10][c:11]1[C:12](=[O:13])[CH3:14].[NH:15]1[C:16]([CH2:20][NH:21][c:22]2[c:23]([C:32]([CH3:33])=[O:34])[cH:24][c:25]([O:30][CH3:31])[c:26]([O:28][CH3:29])[cH:27]2)=[N:17][CH2:18][CH2:19]1>>[ClH:35].[N:15]1=[C:16]([CH2:20][NH:21][c:22]2[c:23]([C:32]([CH3:33])=[O:34])[cH:24][c:25]([O:30][CH3:31])[c:26]([O:28][CH3:29])[cH:27]2)[NH:17][CH2:18][CH2:19]1. Starting materials: Cl.IC=1C=C2C(C(=CN(C2=CC1)CC1CNCC1)C(=O)OCC)=O (Ethyl 6-iodo-4-oxo-1-(pyrrolidin-3-ylmethyl)-1,4-dihydroquinoline-3-carboxylate hydrochloride), O (water), Cl.IC=1C=C2C(C(=CN(C2=CC1)CC1CNCC1)C(=O)OCC)=O (Ethyl 6-iodo-4-oxo-1-(pyrrolidin-3-ylmethyl)-1,4-dihydroquinoline-3-carboxylate hydrochloride), Cl.O.N1(CCOCC1)CC=O (morpholine-4-ylacetaldehyde monohydrate hydrochloride), C(#N)[BH3-].[Na+] (sodium cyanoborohydride). Solvent: CO (methanol). Reaction conditions: temperature 23 celsius, time 16 hour. Product: IC=1C=C2C(C(=CN(C2=CC1)CC1CN(CC1)CCN1CCOCC1)C(=O)OCC)=O (ethyl 6-iodo-1-((1-(2-morpholinoethyl)pyrrolidin-3-yl)methyl)-4-oxo-1,4-dihydroquinoline-3-carboxylate). The yield is 38.6%. As a reaction SMILES: Cl.[I:2][C:3]1[CH:4]=[C:5]2[C:10](=[CH:11][CH:12]=1)[N:9]([CH2:13][CH:14]1[CH2:18][CH2:17][NH:16][CH2:15]1)[CH:8]=[C:7]([C:19]([O:21][CH2:22][CH3:23])=[O:20])[C:6]2=[O:24].Cl.O.[N:27]1([CH2:33][CH:34]=O)[CH2:32][CH2:31][O:30][CH2:29][CH2:28]1.C([BH3-])#N.[Na+].O>CO>[I:2][C:3]1[CH:4]=[C:5]2[C:10](=[CH:11][CH:12]=1)[N:9]([CH2:13][CH:14]1[CH2:18][CH2:17][N:16]([CH2:34][CH2:33][N:27]3[CH2:32][CH2:31][O:30][CH2:29][CH2:28]3)[CH2:15]1)[CH:8]=[C:7]([C:19]([O:21][CH2:22][CH3:23])=[O:20])[C:6]2=[O:24] |f:0.1,2.3.4,5.6|. Procedure: Ethyl 6-iodo-4-oxo-1-(pyrrolidin-3-ylmethyl)-1,4-dihydroquinoline-3-carboxylate hydrochloride (Intermediate 127, 500 mg, 1.08 mmol) was suspended in methanol (15 mL) then morpholine-4-ylacetaldehyde monohydrate hydrochloride (1 g, 5.4 mmol) and sodium cyanoborohydride (612 mg, 9.7 mmol) were added. The reaction was stirred at 23° C. for 16 h. The volume of the reaction was reduced by half and water (25 mL) was added. The suspension was extracted with 2:1 ethyl acetate: tetrahydrofuran (3×10 mL).... The reactants are [Si]([O-])([O-])([O-])O[Si]([O-])([O-])[O-].[Na+].O.[Na+].[Na+].[Na+].[Na+].[Na+] (water sodium disilicate), [Si]([O-])([O-])([O-])O[Si]([O-])([O-])[O-].[Na+].[Na+].[Na+].[Na+].[Na+].[Na+] (sodium disilicate). The solvent is O (water), O (water), O (water), O (water). Yields the product [Si]([O-])([O-])([O-])[O-].[Na+].[Na+].[Na+].[Na+] (sodium silicate). RXN SMILES: [Si:1]([O:5][Si]([O-])([O-])[O-])([O-:4])([O-:3])[O-:2].[Na+:10].O.[Na+].[Na+].[Na+].[Na+].[Na+].[Si](O[Si]([O-])([O-])[O-])([O-])([O-])[O-].[Na+].[Na+].[Na+].[Na+].[Na+].[Na+]>O>[Si:1]([O-:5])([O-:4])([O-:3])[O-:2].[Na+:10].[Na+:10].[Na+:10].[Na+:10] |f:0.1.2.3.4.5.6.7,8.9.10.11.12.13.14,16.17.18.19.20|. Reported procedure: EP-A-0 444 415 proposes detergents containing 5 to 50% by weight of at least one surfactant, 0.5 to 60% by weight of a builder and typical detergent ingredients, characterized in that an amorphous low-water sodium disilicate with a water content of 0.3 to 6% by weight is used as the builder. In a preferred embodiment, the amorphous sodium disilicate is said to contain 0.5 to 2% by weight of water. These substantially water-free amorphous disilicates are produced by a multistage process which ini... Reactants: ClCCl, Cl, CN(C)C(=O)c1cc(I)cc(F)c1F, NC1CCC(O)CC1. The product is CN(C)C(=O)c1cc(I)cc(F)c1NC1CCC(O)CC1. As a reaction SMILES: [Cl:24][CH2:25][Cl:26].[ClH:23].[F:1][c:2]1[c:3]([C:4](=[O:5])[N:6]([CH3:7])[CH3:8])[cH:9][c:10]([I:14])[cH:11][c:12]1[F:13].[NH2:15][CH:16]1[CH2:17][CH2:18][CH:19]([OH:22])[CH2:20][CH2:21]1>>[c:2]1([NH:15][CH:16]2[CH2:17][CH2:18][CH:19]([OH:22])[CH2:20][CH2:21]2)[c:3]([C:4](=[O:5])[N:6]([CH3:7])[CH3:8])[cH:9][c:10]([I:14])[cH:11][c:12]1[F:13]. The reactants are Cl (HCl), FC1=C(C(=O)Cl)C=C(C=C1)F (2,5-difluorobenzoyl chloride), COC1=C(C(OC)=CC=C1)Cl (2-chlororesorcinol dimethyl ether), [Al+3].[Cl-].[Cl-].[Cl-] (AlCl3). Solvent: ClCCCl (1,2-dichloroethane). Run at time 1 hour. The product is ClC=1C(=C(C(=O)C2=C(C=CC(=C2)F)F)C=CC1OC)O (3-chloro-2',5'-difluoro-2-hydroxy-4-methoxybenzophenone). As a reaction SMILES: [F:1][C:2]1[CH:10]=[CH:9][C:8]([F:11])=[CH:7][C:3]=1[C:4](Cl)=[O:5].[CH3:12][O:13][C:14]1[CH:21]=[CH:20][CH:19]=[C:16]([O:17]C)[C:15]=1[Cl:22].[Al+3].[Cl-].[Cl-].[Cl-].Cl>ClCCCl>[Cl:22][C:15]1[C:16]([OH:17])=[C:19]([CH:20]=[CH:21][C:14]=1[O:13][CH3:12])[C:4]([C:3]1[CH:7]=[C:8]([F:11])[CH:9]=[CH:10][C:2]=1[F:1])=[O:5] |f:2.3.4.5|. Reported procedure: To a mixture of 21 g of 2,5-difluorobenzoyl chloride and 20.4 g of 2-chlororesorcinol dimethyl ether in 250 ml of 1,2-dichloroethane at 5°-10° C. 15.7 g of AlCl3 is added in portions. The mixture is allowed to warm to room temperature and is then refluxed for 30 minutes. The mixture is poured into concentrated HCl and ice and stirred for approximately one hour. The product is extracted with ethyl acetate, dried over Na2SO4 and evaporated to give 3-chloro-2',5'-difluoro-2-hydroxy-4-methoxybenzoph... Starting materials: FC1=CC=C(C=C1)S(=O)(=O)NCCO (4-fluoro-N-(2-hydroxyethyl)-benzenesulfonamide), Intermediate 24, O1CCOC12CCNCC2 (1,4-dioxa-8-aza-spiro[4.5]decane). Product: O1CCOC12CCN(CC2)C2=CC=C(C=C2)S(=O)(=O)NCCO (4-(1,4-Dioxa-8-aza-spiro[4.5]dec-8-yl)-N-(2-hydroxyethyl)-benzenesulfonamide), colorless gum. RXN SMILES: [O:1]1[C:5]2([CH2:10][CH2:9][NH:8][CH2:7][CH2:6]2)[O:4][CH2:3][CH2:2]1.F[C:12]1[CH:17]=[CH:16][C:15]([S:18]([NH:21][CH2:22][CH2:23][OH:24])(=[O:20])=[O:19])=[CH:14][CH:13]=1>>[O:1]1[C:5]2([CH2:10][CH2:9][N:8]([C:12]3[CH:17]=[CH:16][C:15]([S:18]([NH:21][CH2:22][CH2:23][OH:24])(=[O:20])=[O:19])=[CH:14][CH:13]=3)[CH2:7][CH2:6]2)[O:4][CH2:3][CH2:2]1. Procedure: The title compound was prepared according to the procedure of Intermediate 24 from 2.28 g (15.6 mmol) of 1,4-dioxa-8-aza-spiro[4.5]decane and 2.85 g (13.0 mmol) of 4-fluoro-N-(2-hydroxyethyl)-benzenesulfonamide, yielding 3.0 g of a colorless gum; MS (ES) m/z 343.2 (MH+); HRMS (EI) Calcd. for C15H22N2O5S (M+): 342.1249, Found: 342.1235. Reactants: CCOC(=O)CP(=O)(OCC)OCC, O=Cc1ccc(Oc2ccccc2)cc1. The product is CCOC(=O)C=Cc1ccc(Oc2ccccc2)cc1. Reaction SMILES: [CH3:16][CH2:17][O:18][C:19](=[O:20])[CH2:21][P:22]([O:23][CH2:24][CH3:25])([O:26][CH2:27][CH3:28])=[O:29].[O:1]([c:2]1[cH:3][cH:4][cH:5][cH:6][cH:7]1)[c:8]1[cH:9][cH:10][c:11]([CH:12]=[O:13])[cH:14][cH:15]1>>[O:1]([c:2]1[cH:3][cH:4][cH:5][cH:6][cH:7]1)[c:8]1[cH:9][cH:10][c:11]([CH:12]=[CH:21][C:19]([O:18][CH2:17][CH3:16])=[O:20])[cH:14][cH:15]1.